The task is: describe an organic reaction: reactants, conditions, products, and yield. This data is from the Open Reaction Database (ORD), a public repository of structured organic reaction records. Starting materials: CN(C=O)C (dimethylformamide), [Cl-].[Ca+2].[Cl-] (calcium chloride), O[C@@H](CC(=O)N)CO ((S)-3,4-dihydroxy-butyramide), C(C1=CC=CC=C1)(C1=CC=CC=C1)(C1=CC=CC=C1)Cl (trityl chloride). Run in O1CCCC1 (tetrahydrofuran), N1=CC=CC=C1 (pyridine). Run at time 36 hour. Yields the product OC(CC(=O)N)COC(C1=CC=CC=C1)(C1=CC=CC=C1)C1=CC=CC=C1 (3-Hydroxy-4-trityloxy Butyramide). As a reaction SMILES: [OH:1][C@H:2]([CH2:7][OH:8])[CH2:3][C:4]([NH2:6])=[O:5].CN(C)C=O.[C:14](Cl)([C:27]1[CH:32]=[CH:31][CH:30]=[CH:29][CH:28]=1)([C:21]1[CH:26]=[CH:25][CH:24]=[CH:23][CH:22]=1)[C:15]1[CH:20]=[CH:19][CH:18]=[CH:17][CH:16]=1.[Cl-].[Ca+2].[Cl-]>O1CCCC1.N1C=CC=CC=1>[OH:1][CH:2]([CH2:7][O:8][C:14]([C:15]1[CH:20]=[CH:19][CH:18]=[CH:17][CH:16]=1)([C:27]1[CH:28]=[CH:29][CH:30]=[CH:31][CH:32]=1)[C:21]1[CH:22]=[CH:23][CH:24]=[CH:25][CH:26]=1)[CH2:3][C:4]([NH2:6])=[O:5] |f:3.4.5|. Reported procedure: 11.9 g (0.10 mol) (S)-3,4-dihydroxy-butyramide was dissolved in 50 ml of tetrahydrofuran and 50 ml of dimethylformamide and 10 ml of pyridine followed by 30.6 g (0.11 mol) of trityl chloride was added to the flask. A drying tube filled with calcium chloride was used to exclude moisture. The reaction mixture was stirred at room temperature for 36 hours. After this period of time, it was filtered to remove the solid. The liquid was concentrated under reduced pressure to remove most of the solvent.... Yields the product NC1=NC(=C(C(=O)OC)C(=C1C=O)C1=CC=C(C=C1)C)C (methyl 6-amino-5-formyl-2-methyl-4-(p-tolyl)nicotinate). Procedure details: A suspension of methyl 6-amino-5-(hydroxymethyl)-2-methyl-4-(p-tolyl)nicotinate (3.14 g, 10.97 mmol) in dichloromethane (DCM) (100 ml) was treated with PCC (2.84 g, 13.16 mmol) and stirred at rt for 1 day. The mixture was filtered through Celite™, washed with DCM, and concentrated. Purification with column chromatography (0-100% EtOAc/Hexane) afforded methyl 6-amino-5-formyl-2-methyl-4-(p-tolyl)nicotinate (2.45 g, 8.62 mmol, 79% yield) as yellow solid: 1H NMR (400 MHz, CHLOROFORM-d) δ ppm 9.60 (... The reactants are NC1=NC(=C(C(=O)OC)C(=C1CO)C1=CC=C(C=C1)C)C (methyl 6-amino-5-(hydroxymethyl)-2-methyl-4-(p-tolyl)nicotinate), C=1C=C[NH+]=CC1.[O-][Cr](=O)(=O)Cl (PCC). Reaction SMILES: [NH2:1][C:2]1[C:11]([CH2:12][OH:13])=[C:10]([C:14]2[CH:19]=[CH:18][C:17]([CH3:20])=[CH:16][CH:15]=2)[C:5]([C:6]([O:8][CH3:9])=[O:7])=[C:4]([CH3:21])[N:3]=1.C1C=C[NH+]=CC=1.[O-][Cr](Cl)(=O)=O>ClCCl>[NH2:1][C:2]1[C:11]([CH:12]=[O:13])=[C:10]([C:14]2[CH:15]=[CH:16][C:17]([CH3:20])=[CH:18][CH:19]=2)[C:5]([C:6]([O:8][CH3:9])=[O:7])=[C:4]([CH3:21])[N:3]=1 |f:1.2|. The yield is 78.6%. Conditions: time 1 day. The solvent is ClCCl (dichloromethane).